From a dataset of the Open Reaction Database (ORD), a public repository of structured organic reaction records. describe an organic reaction: reactants, conditions, products, and yield The reactants are [Cl-].[NH4+] (ammonium chloride), N12C[C@@H](C(CC1)CC2)NC(C(C=2SC=CC2)=O)=O (N-[(3R)-1-azabicyclo[2.2.2]oct-3-yl]-2-oxo-2-thien-2-ylacetamide), C(=O)([O-])[O-].[K+].[K+] (K2CO3), [Mg] (magnesium), BrC=1SC=CC1 (2-bromothiophene). Run in CCOCC (ether), C1CCOC1 (THF), C1CCOC1 (THF). Reaction conditions: time 1 hour. Yields the product S1C(=CC=C1)[Mg]Br (2-thienylmagnesium bromide), 8.77, N12C[C@@H](C(CC1)CC2)NC(C(C=2SC=CC2)(C=2SC=CC2)O)=O (N-[(3R)-1-azabicyclo[2.2.2]oct-3-yl]-2-hydroxy-2,2-dithien-2-yl-acetamide). The yield is 58.5%. RXN SMILES: [Mg:1].[Br:2][C:3]1[S:4][CH:5]=[CH:6][CH:7]=1.[N:8]12[CH2:15][CH2:14][CH:11]([CH2:12][CH2:13]1)[C@@H:10]([NH:16][C:17](=[O:25])[C:18](=[O:24])[C:19]1[S:20][CH:21]=[CH:22][CH:23]=1)[CH2:9]2.[Cl-].[NH4+].C([O-])([O-])=O.[K+].[K+]>C1COCC1.CCOCC>[S:20]1[CH:21]=[CH:22][CH:23]=[C:19]1[Mg:1][Br:2].[N:8]12[CH2:15][CH2:14][CH:11]([CH2:12][CH2:13]1)[C@@H:10]([NH:16][C:17](=[O:25])[C:18]([OH:24])([C:19]1[S:20][CH:21]=[CH:22][CH:23]=1)[C:3]1[S:4][CH:5]=[CH:6][CH:7]=1)[CH2:9]2 |f:3.4,5.6.7|. Procedure details: A solution of 2-thienylmagnesium bromide was prepared from 2.27 g (0.094 mol) of magnesium and 15.4 g (0.094 mol) of 2-bromothiophene in 150 ml of THF. This solution was added to a solution of 11.34 g (0.043 mol) of N-[(3R)-1-azabicyclo[2.2.2]oct-3-yl]-2-oxo-2-thien-2-ylacetamide (Intermediate I-1) in 120 ml of THF. The mixture was stirred at room temperature for one hour, refluxed for one hour, cooled and treated with a saturated solution of ammonium chloride. The solution obtained was basified... Starting materials: C(C1=CC=CC=C1)C1=C(C(=O)O)C=CC(=C1)OC (2-Benzyl-4-methoxy-benzoic acid), C(C)(C)N(CC)C(C)C (Diisopropylethylamine), C(C(=O)Cl)(=O)Cl (oxalyl chloride), Cl.CN (methylamine hydrochloride). The reagents and catalysts are CN(C)C=O (DMF). Run in C(Cl)Cl (methylene chloride), CCCCCC.CCOCC (hexane ether), C(Cl)Cl (Methylene chloride). Yields the product C(C1=CC=CC=C1)C1=C(C(=O)NC)C=CC(=C1)OC (2-Benzyl-4-methoxy-N-methyl-benzamide), solid. Isolated yield 65.5%. Reaction SMILES: [CH2:1]([C:8]1[CH:16]=[C:15]([O:17][CH3:18])[CH:14]=[CH:13][C:9]=1[C:10](O)=[O:11])[C:2]1[CH:7]=[CH:6][CH:5]=[CH:4][CH:3]=1.C(Cl)(=O)C(Cl)=O.Cl.CN.[CH:28]([N:31](C(C)C)CC)(C)C>C(Cl)Cl.CN(C=O)C.CCCCCC.CCOCC>[CH2:1]([C:8]1[CH:16]=[C:15]([O:17][CH3:18])[CH:14]=[CH:13][C:9]=1[C:10]([NH:31][CH3:28])=[O:11])[C:2]1[CH:7]=[CH:6][CH:5]=[CH:4][CH:3]=1 |f:2.3,7.8|. Procedure details: To an ice bath cooled solution of 10 (11.8 g, 48.8 mmol) in methylene chloride under Argon was added oxalyl chloride (5.10 mL, 58.5 mmol). Added a few drops of DMF and warmed to room temperature. After 18 h the solvent was removed in vacuo. Methylene chloride and methylamine hydrochloride (6.54 g, 97.6 mmol) were added and the contents of the reaction flask were cooled in an ice bath. Diisopropylethylamine was added dropwise using an addition funnel. After 3 h the reaction solution was washed wi... The reactants are C1(=CC=CC=C1)S(=O)(=O)N1C(=CC=2C1=NC=C(C2)COC)C(=CC2CCCC2)C2=CC=C(C=C2)S(=O)(=O)C (1-benzenesulfonyl-2-[2-cyclopentyl-1-(4-methanesulfonyl-phenyl)-vinyl]-5-methoxymethyl-1H-pyrrolo[2,3-b]pyridine), [F-].C(CCC)[N+](CCCC)(CCCC)CCCC (tetrabutylammonium fluoride). Solvent: C(C)(=O)OCC (ethyl acetate), O1CCCC1 (tetrahydrofuran), O1CCCC1 (tetrahydrofuran). Yields the product C1(CCCC1)C=C(C1=CC=C(C=C1)S(=O)(=O)C)C1=CC=2C(=NC=C(C2)COC)N1 (2-[2-cyclopentyl-1-(4-methanesulfonyl-phenyl)-vinyl]-5-methoxymethyl-1H-pyrrolo[2,3-b]pyridine). The yield is 91.8%. As a reaction SMILES: C1(S([N:10]2[C:14]3=[N:15][CH:16]=[C:17]([CH2:19][O:20][CH3:21])[CH:18]=[C:13]3[CH:12]=[C:11]2[C:22]([C:29]2[CH:34]=[CH:33][C:32]([S:35]([CH3:38])(=[O:37])=[O:36])=[CH:31][CH:30]=2)=[CH:23][CH:24]2[CH2:28][CH2:27][CH2:26][CH2:25]2)(=O)=O)C=CC=CC=1.[F-].C([N+](CCCC)(CCCC)CCCC)CCC>O1CCCC1.C(OCC)(=O)C>[CH:24]1([CH:23]=[C:22]([C:11]2[NH:10][C:14]3=[N:15][CH:16]=[C:17]([CH2:19][O:20][CH3:21])[CH:18]=[C:13]3[CH:12]=2)[C:29]2[CH:34]=[CH:33][C:32]([S:35]([CH3:38])(=[O:37])=[O:36])=[CH:31][CH:30]=2)[CH2:28][CH2:27][CH2:26][CH2:25]1 |f:1.2|. Reported procedure: A solution of 1-benzenesulfonyl-2-[2-cyclopentyl-1-(4-methanesulfonyl-phenyl)-vinyl]-5-methoxymethyl-1H-pyrrolo[2,3-b]pyridine (600 mg, 1.09 mmol) in tetrahydrofuran (0.5 mL) and a tetrabutylammonium fluoride solution in tetrahydrofuran (1 M, 5 mL, 5 mmol) was stirred at room temperature for 12 h. The mixture was diluted with ethyl acetate (150 mL), washed with a saturated aqueous ammonium chloride solution and brine, dried over anhydrous sodium sulfate and concentrated in vacuo to afford 2-[2-c... The reactants are NC=1C=C(C=CC1)C=1C2=C(N=CN1)NC=C2C(=O)OCC (ethyl 4-(3-aminophenyl)-7H-pyrrolo[2,3-d]pyrimidine-5-carboxylate), TEA, [Si](C)(C)(C(C)(C)C)OCC(C(=O)O)=C (2-({[tert-butyl(dimethyl)silyl]oxy}methyl)prop-2-enoic acid), CCCP1(=O)OP(=O)(OP(=O)(O1)CCC)CCC (1-propanephosphonic acid cyclic anhydride). The solvent is O1CCCC1 (tetrahydrofuran). Run at temperature 25 celsius, time 8 hour. The product is [Si](C)(C)(C(C)(C)C)OCC(C(=O)NC=1C=C(C=CC1)C=1C2=C(N=CN1)NC=C2C(=O)OCC)=C (Ethyl 4-(3-{[2-({[tert-butyl(dimethyl)silyl]oxy}methyl)acryloyl]amino}phenyl)-7H-pyrrolo[2,3-d]pyrimidine-5-carboxylate). As a reaction SMILES: [NH2:1][C:2]1[CH:3]=[C:4]([C:8]2[C:9]3[C:16]([C:17]([O:19][CH2:20][CH3:21])=[O:18])=[CH:15][NH:14][C:10]=3[N:11]=[CH:12][N:13]=2)[CH:5]=[CH:6][CH:7]=1.[Si:22]([O:29][CH2:30][C:31](=[CH2:35])[C:32](O)=[O:33])([C:25]([CH3:28])([CH3:27])[CH3:26])([CH3:24])[CH3:23].CCCP1(OP(CCC)(=O)OP(CCC)(=O)O1)=O>O1CCCC1>[Si:22]([O:29][CH2:30][C:31](=[CH2:35])[C:32]([NH:1][C:2]1[CH:3]=[C:4]([C:8]2[C:9]3[C:16]([C:17]([O:19][CH2:20][CH3:21])=[O:18])=[CH:15][NH:14][C:10]=3[N:11]=[CH:12][N:13]=2)[CH:5]=[CH:6][CH:7]=1)=[O:33])([C:25]([CH3:28])([CH3:27])[CH3:26])([CH3:23])[CH3:24]. Reported procedure: To ethyl 4-(3-aminophenyl)-7H-pyrrolo[2,3-d]pyrimidine-5-carboxylate (80 mg, 0.28 mmol) was added tetrahydrofuran (2.8 mL), TEA (59.2 μL, 0.425 mmol), 2-({[tert-butyl(dimethyl)silyl]oxy}methyl)prop-2-enoic acid (80 mg, 0.37 mmol) and 1-propanephosphonic acid cyclic anhydride (169 μL, 0.283 mmol). The reaction was stirred at 25° C. overnight before being quenched by pouring into a separatory funnel containing aqueous sodium bicarbonate (5%). The solution was extracted with ethyl acetate (×3) and ...